Task: describe an organic reaction: reactants, conditions, products, and yield. Dataset: the Open Reaction Database (ORD), a public repository of structured organic reaction records The reactants are BrC=1C=C(C=2N(C1)C(=C(N2)C)C(=O)OCC)OCC2=C(C=CC=C2F)F (Ethyl 6-bromo-8-[(2,6-difluorobenzyl)oxy]-2-methylimidazo[1,2-a]pyridine-3-carboxylate), C[Si](C)(C)C#C (trimethylsilylacetylene). Reagents/catalysts: Cl[Pd]([P](C1=CC=CC=C1)(C2=CC=CC=C2)C3=CC=CC=C3)([P](C4=CC=CC=C4)(C5=CC=CC=C5)C6=CC=CC=C6)Cl (dichlorobis(triphenylphosphine)palladium(II)), [Cu]I (copper(I) iodide). Run in O1CCOCC1.C(C)(C)N(CC)C(C)C (dioxane diisopropylethylamine). Reaction conditions: temperature 50 celsius, time 16 hour. Product: FC1=C(COC=2C=3N(C=C(C2)C#C[Si](C)(C)C)C(=C(N3)C)C(=O)OCC)C(=CC=C1)F (Ethyl 8-[(2,6-difluorobenzyl)oxy]-2-methyl-6-[(trimethylsilyl)ethynyl]imidazo[1,2-a]pyridine-3-carboxylate). RXN SMILES: Br[C:2]1[CH:3]=[C:4]([O:17][CH2:18][C:19]2[C:24]([F:25])=[CH:23][CH:22]=[CH:21][C:20]=2[F:26])[C:5]2[N:6]([C:8]([C:12]([O:14][CH2:15][CH3:16])=[O:13])=[C:9]([CH3:11])[N:10]=2)[CH:7]=1.[CH3:27][Si:28]([C:31]#[CH:32])([CH3:30])[CH3:29]>O1CCOCC1.C(N(C(C)C)CC)(C)C.Cl[Pd](Cl)([P](C1C=CC=CC=1)(C1C=CC=CC=1)C1C=CC=CC=1)[P](C1C=CC=CC=1)(C1C=CC=CC=1)C1C=CC=CC=1.[Cu]I>[F:26][C:20]1[CH:21]=[CH:22][CH:23]=[C:24]([F:25])[C:19]=1[CH2:18][O:17][C:4]1[C:5]2[N:6]([C:8]([C:12]([O:14][CH2:15][CH3:16])=[O:13])=[C:9]([CH3:11])[N:10]=2)[CH:7]=[C:2]([C:32]#[C:31][Si:28]([CH3:30])([CH3:29])[CH3:27])[CH:3]=1 |f:2.3,^1:50,69|. Procedure: 1 g of ethyl 6-bromo-8-[(2,6-difluorobenzyl)oxy]-2-methylimidazo[1,2-a]pyridine-3-carboxylate (Example 21A; 2.35 mmol; 1 equivalent) was initially charged in 52 ml of dioxane/diisopropylethylamine 1:1, and 165 mg of dichlorobis(triphenylphosphine)palladium(II) (0.24 mmol, 0.1 equivalents) and 45 mg of copper(I) iodide (0.24 mmol, 0.1 equivalents) were added. At RT, 1.3 ml of trimethylsilylacetylene (9.4 mmol, 4 equivalents) were slowly added dropwise. The resulting reaction mixture was stirred a... The reactants are N1C(CCC1)=O (pyrrolidin-2-one), BrC1=CC(=C(C=C1)C(=O)N1CCN(CC1)C1=NC=C(C=C1C)C)S(=O)(=O)C ((4-bromo-2-methanesulfonylphenyl)[4-(3,5-dimethylpyridin-2-yl)piperazin-1-yl]methanone). Product: CC=1C(=NC=C(C1)C)N1CCN(CC1)C(=O)C1=C(C=C(C=C1)N1C(CCC1)=O)S(=O)(=O)C (1-{4-[4-(3,5-dimethylpyridin-2-yl)piperazine-1-carbonyl]-3-methanesulfonylphenyl}pyrrolidin-2-one). The yield is 32.3%. Reaction SMILES: [NH:1]1[CH2:5][CH2:4][CH2:3][C:2]1=[O:6].Br[C:8]1[CH:13]=[CH:12][C:11]([C:14]([N:16]2[CH2:21][CH2:20][N:19]([C:22]3[C:27]([CH3:28])=[CH:26][C:25]([CH3:29])=[CH:24][N:23]=3)[CH2:18][CH2:17]2)=[O:15])=[C:10]([S:30]([CH3:33])(=[O:32])=[O:31])[CH:9]=1>>[CH3:28][C:27]1[C:22]([N:19]2[CH2:20][CH2:21][N:16]([C:14]([C:11]3[CH:12]=[CH:13][C:8]([N:1]4[CH2:5][CH2:4][CH2:3][C:2]4=[O:6])=[CH:9][C:10]=3[S:30]([CH3:33])(=[O:32])=[O:31])=[O:15])[CH2:17][CH2:18]2)=[N:23][CH:24]=[C:25]([CH3:29])[CH:26]=1. Reported procedure: Using pyrrolidin-2-one (119 mg) and (4-bromo-2-methanesulfonylphenyl)[4-(3,5-dimethylpyridin-2-yl)piperazin-1-yl]methanone (664 mg) described in Preparation Example 112 and by the reaction and treatment in the same manner as in Example 1, the title compound (206 mg) was obtained. Starting materials: BrC1=CC=C(C=C1)[C@H](C)N ((S)-1-(4-bromophenyl)ethylamine), ClC1=C(C=C(C(=C1)[N+](=O)[O-])OC)C=C (1-chloro-4-methoxy-5-nitro-2-vinylbenzene), C1(O)=CC=C(O)C=C1 (quinol). Solvent: C(CCC)O (n-butanol). Yields the product BrC1=CC=C(C=C1)[C@H](C)NCCC1=C(C=C(C(=C1)OC)[N+](=O)[O-])Cl ([(S)-1-(4-Bromo-phenyl)-ethyl]-[2-(2-chloro-5-methoxy-4-nitro-phenyl)-ethyl]-amine). Isolated yield 56.8%. Reaction SMILES: [Br:1][C:2]1[CH:7]=[CH:6][C:5]([C@@H:8]([NH2:10])[CH3:9])=[CH:4][CH:3]=1.[Cl:11][C:12]1[CH:17]=[C:16]([N+:18]([O-:20])=[O:19])[C:15]([O:21][CH3:22])=[CH:14][C:13]=1[CH:23]=[CH2:24].C1(C=CC(O)=CC=1)O>C(O)CCC>[Br:1][C:2]1[CH:7]=[CH:6][C:5]([C@@H:8]([NH:10][CH2:24][CH2:23][C:13]2[CH:14]=[C:15]([O:21][CH3:22])[C:16]([N+:18]([O-:20])=[O:19])=[CH:17][C:12]=2[Cl:11])[CH3:9])=[CH:4][CH:3]=1. Procedure: A solution of (S)-1-(4-bromophenyl)ethylamine (0.94 g, 4.69 mmol), 1-chloro-4-methoxy-5-nitro-2-vinylbenzene (Example 50C) (0.5 g, 2.34 mmol) and quinol (0.1 g, 0.94 mmol) in n-butanol (6 mL) was heated to reflux for 18 hours. The reaction mixture was concentrated under reduced pressure then the residue partitioned between EtOAc (40 mL) and water (30 mL). The separated aqueous phase was extracted with EtOAc (3×40 mL), and then the combined organic extracts were washed with brine, dried (Na2SO4) ... Starting materials: C(C1=CC=CC=C1)OC(=O)N1CC(CCC1)(C)NC1=C2C(=NC=C1[N+](=O)[O-])N(C=C2)S(=O)(=O)C2=CC=CC=C2 (3-(1-Benzene sulfonyl-5-nitro-1H-pyrrolo[2,3-b]pyridin-4-ylamino)-3-methyl-piperidine-1-carboxylic acid benzyl ester). The reagents and catalysts are [Ni] (Ni). Run in C(C)(=O)OCC (ethyl acetate). Run at time 1.5 hour. The product is C(C1=CC=CC=C1)OC(=O)N1CC(CCC1)(C)NC1=C2C(=NC=C1N)N(C=C2)S(=O)(=O)C2=CC=CC=C2 (3-(5-Amino-1-benzenesulfonyl-1H-pyrrolo[2,3-b]pyridin-4-ylamino)-3-methyl-piperidine-1-carboxyli c acid benzyl ester). Yield: 100.2%. Reaction SMILES: [CH2:1]([O:8][C:9]([N:11]1[CH2:16][CH2:15][CH2:14][C:13]([NH:18][C:19]2[C:24]([N+:25]([O-])=O)=[CH:23][N:22]=[C:21]3[N:28]([S:31]([C:34]4[CH:39]=[CH:38][CH:37]=[CH:36][CH:35]=4)(=[O:33])=[O:32])[CH:29]=[CH:30][C:20]=23)([CH3:17])[CH2:12]1)=[O:10])[C:2]1[CH:7]=[CH:6][CH:5]=[CH:4][CH:3]=1>C(OCC)(=O)C.[Ni]>[CH2:1]([O:8][C:9]([N:11]1[CH2:16][CH2:15][CH2:14][C:13]([NH:18][C:19]2[C:24]([NH2:25])=[CH:23][N:22]=[C:21]3[N:28]([S:31]([C:34]4[CH:39]=[CH:38][CH:37]=[CH:36][CH:35]=4)(=[O:33])=[O:32])[CH:29]=[CH:30][C:20]=23)([CH3:17])[CH2:12]1)=[O:10])[C:2]1[CH:7]=[CH:6][CH:5]=[CH:4][CH:3]=1. Reported procedure: A mixture of 3-(1-Benzene sulfonyl-5-nitro-1H-pyrrolo[2,3-b]pyridin-4-ylamino)-3-methyl-piperidine-1-carboxylic acid benzyl ester (400 mg, 0.73 mmol) and Raney Ni (1.0 g) in ethyl acetate (20 mL) was hydrogenated at 25° C. for 1.5 hours. The mixture was filtered through Celite, thoroughly washing the filter cake with methanol. The filtrate and washings were combined and concentrated under vacuum to give about 380 mg (100%) of 3-(5-Amino-1-benzenesulfonyl-1H-pyrrolo[2,3-b]pyridin-4-ylamino)-3-met...